Dataset: the Open Reaction Database (ORD), a public repository of structured organic reaction records. Task: describe an organic reaction: reactants, conditions, products, and yield Starting materials: CS(=O)(=O)N1C(CCC1)C(=O)OC (Methyl 1-(methylsulfonyl)pyrrolidine-2-carboxylate), [H-].[Al+3].[Li+].[H-].[H-].[H-] (lithium aluminum hydride). The solvent is O1CCCC1 (tetrahydrofuran), O1CCCC1 (tetrahydrofuran). The product is CS(=O)(=O)N1C(CCC1)CO ((1-(Methylsulfonyl)pyrrolidin-2-yl)methanol). Yield: 84.9%. As a reaction SMILES: [CH3:1][S:2]([N:5]1[CH2:9][CH2:8][CH2:7][CH:6]1[C:10](OC)=[O:11])(=[O:4])=[O:3].[H-].[Al+3].[Li+].[H-].[H-].[H-]>O1CCCC1>[CH3:1][S:2]([N:5]1[CH2:9][CH2:8][CH2:7][CH:6]1[CH2:10][OH:11])(=[O:4])=[O:3] |f:1.2.3.4.5.6|. Reported procedure: Methyl 1-(methylsulfonyl)pyrrolidine-2-carboxylate (1.1 g, 4.6 mmol) in anhydrous tetrahydrofuran (10 mL) was added slowly to a stirring suspension of lithium aluminum hydride (0.259 g, 6.8 mmol) in anhydrous tetrahydrofuran (10 mL) kept at 0° C. with an external ice bath. After fifteen minutes, the ice bath was removed and the reaction was allowed to warm to ambient temperature and stirred for an additional hour. The mixture was cooled to 0° C., and water (1 mL) was added dropwise, followed by ... Starting materials: ClC=1C=C(C=CC1)C=1N=NN(C1)C1C(N(C2=C(CC1)C(=CC=C2)F)CC(F)(F)F)=O (3-[4-(3-Chlorophenyl)-1H-1,2,3-triazol-1-yl]-6-fluoro-1-(2,2,2-trifluoroethyl)-1,3,4,5-tetrahydro-2H-1-benzazepin-2-one), N1=CC(=CC=C1)B(O)O (pyridin-3-ylboronic acid), [O-]P(=O)([O-])[O-].[K+].[K+].[K+] (potassium phosphate tribasic), COC=1C=CC=C(C1C=2C=CC=CC2P(C3CCCCC3)C4CCCCC4)OC (S-Phos). The reagents and catalysts are C(C)(=O)[O-].[Pd+2].C(C)(=O)[O-] (palladium acetate). The solvent is C1CCOC1 (THF), O (H2O). Product: FC1=CC=CC2=C1CCC(C(N2CC(F)(F)F)=O)N2N=NC(=C2)C2=CC(=CC=C2)C=2C=NC=CC2 (6-fluoro-3-[4-(3-pyridin-3-ylphenyl)-1H-1,2,3-triazol-1-yl]-1-(2,2,2-trifluoroethyl)-1,3,4,5-tetrahydro-2H-1-benzazepin-2-one). As a reaction SMILES: Cl[C:2]1[CH:3]=[C:4]([C:8]2[N:9]=[N:10][N:11]([CH:13]3[CH2:19][CH2:18][C:17]4[C:20]([F:24])=[CH:21][CH:22]=[CH:23][C:16]=4[N:15]([CH2:25][C:26]([F:29])([F:28])[F:27])[C:14]3=[O:30])[CH:12]=2)[CH:5]=[CH:6][CH:7]=1.[N:31]1[CH:36]=[CH:35][CH:34]=[C:33](B(O)O)[CH:32]=1.[O-]P([O-])([O-])=O.[K+].[K+].[K+].COC1C=CC=C(OC)C=1C1C=CC=CC=1P(C1CCCCC1)C1CCCCC1>C1COCC1.C([O-])(=O)C.[Pd+2].C([O-])(=O)C.O>[F:24][C:20]1[C:17]2[CH2:18][CH2:19][CH:13]([N:11]3[CH:12]=[C:8]([C:4]4[CH:5]=[CH:6][CH:7]=[C:2]([C:33]5[CH:32]=[N:31][CH:36]=[CH:35][CH:34]=5)[CH:3]=4)[N:9]=[N:10]3)[C:14](=[O:30])[N:15]([CH2:25][C:26]([F:29])([F:28])[F:27])[C:16]=2[CH:23]=[CH:22][CH:21]=1 |f:2.3.4.5,8.9.10|. Procedure details: 3-[4-(3-Chlorophenyl)-1H-1,2,3-triazol-1-yl]-6-fluoro-1-(2,2,2-trifluoroethyl)-1,3,4,5-tetrahydro-2H-1-benzazepin-2-one (30 mg, 0.068 mmol), pyridin-3-ylboronic acid (12.67 mg, 0.103 mmol), palladium acetate (3.07 mg, 0.014 mmol), potassium phosphate tribasic (29.0 mg, 0.137 mmol), and S-Phos (8.42 mg, 0.021 mmol) were added to a microwave vial. The reactants were suspended in THF (414 μL) and H2O (41 μL) and the vial sealed. The reaction mixture was irradiated at 120° C. in the microwave for 10... The reactants are CC(=O)[O-], CC(=O)O, O=Cc1ccc(Cc2ccc(F)cc2)o1, C[N+](=O)[O-], [NH4+]. Product: O=[N+]([O-])C=Cc1ccc(Cc2ccc(F)cc2)o1. Reaction SMILES: [CH3:21][C:22](=[O:23])[O-:24].[CH3:25][C:26](=[O:27])[OH:28].[F:1][c:2]1[cH:3][cH:4][c:5]([CH2:6][c:7]2[cH:8][cH:9][c:10]([CH:12]=[O:13])[o:11]2)[cH:14][cH:15]1.[N+:16](=[O:17])([O-:18])[CH3:19].[NH4+:20]>>[F:1][c:2]1[cH:3][cH:4][c:5]([CH2:6][c:7]2[cH:8][cH:9][c:10]([CH:12]=[CH:19][N+:16](=[O:17])[O-:18])[o:11]2)[cH:14][cH:15]1. Reactants: FC1=C(C=CC(=C1)C(C(=O)O)C)C1=CC=CC=C1 (2-(2-fluoro-4-biphenylyl)propionic acid), O1C(CCCC1)OCCC(N)=NO (3-tetrahydropyranyloxypropionamidoxime). The product is FC=1C=C(C(C)C2=NC(=NO2)CCOC2OCCCC2)C=CC1C1=CC=CC=C1 (5-(3-fluoro-4-phenyl-α-methylbenzyl)-3-(2-tetrahydropyranyloxyethyl)-1,2,4-oxadiazole). As a reaction SMILES: [F:1][C:2]1[CH:7]=[C:6]([CH:8]([CH3:12])[C:9]([OH:11])=O)[CH:5]=[CH:4][C:3]=1[C:13]1[CH:18]=[CH:17][CH:16]=[CH:15][CH:14]=1.[O:19]1[CH2:24][CH2:23][CH2:22][CH2:21][CH:20]1[O:25][CH2:26][CH2:27][C:28](=[N:30]O)[NH2:29]>>[F:1][C:2]1[CH:7]=[C:6]([CH:5]=[CH:4][C:3]=1[C:13]1[CH:18]=[CH:17][CH:16]=[CH:15][CH:14]=1)[CH:8]([C:9]1[O:11][N:30]=[C:28]([CH2:27][CH2:26][O:25][CH:20]2[CH2:21][CH2:22][CH2:23][CH2:24][O:19]2)[N:29]=1)[CH3:12]. Procedure: According to substantially the same procedure as that of Example 1, treatment of 5.38 g of 2-(2-fluoro-4-biphenylyl)propionic acid with 4.56 g of 3-tetrahydropyranyloxypropionamidoxime yielded 5-(3-fluoro-4-phenyl-α-methylbenzyl)-3-(2-tetrahydropyranyloxyethyl)-1,2,4-oxadiazole. Starting materials: COc1cccs1, OCCOC1CCCCCCC1, Cc1ccc(S(=O)(=O)O)cc1, c1ccccc1. Product: c1csc(OCCOC2CCCCCCC2)c1. RXN SMILES: [CH3:1][O:2][c:3]1[s:4][cH:5][cH:6][cH:7]1.[CH:8]1([O:16][CH2:17][CH2:18][OH:19])[CH2:9][CH2:10][CH2:11][CH2:12][CH2:13][CH2:14][CH2:15]1.[c:20]1([CH3:21])[cH:22][cH:23][c:24]([S:25]([OH:26])(=[O:27])=[O:28])[cH:29][cH:30]1.[cH:31]1[cH:32][cH:33][cH:34][cH:35][cH:36]1>>[CH2:1]([O:2][c:3]1[s:4][cH:5][cH:6][cH:7]1)[CH2:17][O:16][CH:8]1[CH2:9][CH2:10][CH2:11][CH2:12][CH2:13][CH2:14][CH2:15]1.